This data is from the Open Reaction Database (ORD), a public repository of structured organic reaction records. The task is: describe an organic reaction: reactants, conditions, products, and yield Starting materials: COC1=CC=C(C=C1)[C@H]1[C@H](C(=O)NC)O1 ((2R,3S)-3-(4-methoxyphenyl)-2,3-epoxy-N-methylpropionamide), C=1(C(=CC=CC1)C)C (xylene), NC1=C(C=CC=C1)S (2-aminothiophenol), ferric chloride. The solvent is CO (methanol). The product is NC1=C(C=CC=C1)S[C@H]([C@H](C(=O)NC)O)C1=CC=C(C=C1)OC ((2S,3S)-3-(2-aminophenylthio)-2-hydroxy-3-(4-methoxyphenyl)-N-methylpropionamide). Yield: 79.7%. Reaction SMILES: [CH3:1][O:2][C:3]1[CH:8]=[CH:7][C:6]([C@@H:9]2[O:15][C@H:10]2[C:11]([NH:13][CH3:14])=[O:12])=[CH:5][CH:4]=1.C1(C)C(C)=CC=CC=1.[NH2:24][C:25]1[CH:30]=[CH:29][CH:28]=[CH:27][C:26]=1[SH:31]>CO>[NH2:24][C:25]1[CH:30]=[CH:29][CH:28]=[CH:27][C:26]=1[S:31][C@@H:9]([C:6]1[CH:7]=[CH:8][C:3]([O:2][CH3:1])=[CH:4][CH:5]=1)[C@@H:10]([OH:15])[C:11]([NH:13][CH3:14])=[O:12]. Reported procedure: A mixture of (2R,3S)-3-(4-methoxyphenyl)-2,3-epoxy-N-methylpropionamide (829 mg) and xylene (10 ml) is refluxed with heating under nitrogen atmosphere. When the reflux is started, a solution of 2-aminothiophenol (551 mg) and anhydrous ferric chloride (0.065 mg) in methanol (0.08 ml) is added immediately into the reaction mixture, and the mixture is reacted at the same temperature for 5 minutes, and cooled to room temperature. The precipitated crystals are collected by filtration, washed with xyl... The reactants are Fc1c(F)c(F)c(Br)c(F)c1F, C=CC(=O)OC1(Br)C(F)=C(F)C(F)=C(F)C1F, CC(C)(C)O, [K+], [OH-]. Product: C=CC(=O)Oc1c(F)c(F)c(F)c(F)c1Br. RXN SMILES: [Br:3][c:4]1[c:5]([F:14])[c:6]([F:13])[c:7]([F:12])[c:8]([F:11])[c:9]1[F:10].[C:15]([CH:16]=[CH2:17])(=[O:18])[O:19][C:20]1([Br:21])[C:22]([F:23])=[C:24]([F:25])[C:26]([F:27])=[C:28]([F:29])[CH:30]1[F:31].[C:32]([OH:33])([CH3:34])([CH3:35])[CH3:36].[K+:2].[OH-:1]>>[Br:3][c:4]1[c:5]([O:19][C:15]([CH:16]=[CH2:17])=[O:18])[c:6]([F:13])[c:7]([F:12])[c:8]([F:11])[c:9]1[F:10]. Reactants: FC1=CC=C(C=C1)C=1N=CNC1 (4-(4-fluoro-phenyl)-1H-imidazole), [H-].[Na+] (NaH), C[Si](C)(C)CCOCCl (SEMCl). Product: FC1=CC=C(C=C1)C=1N=CN(C1)COCC[Si](C)(C)C (4-(4-Fluorophenyl)-1-(2-trimethylsilanyl-ethoxymethyl)-1H-imidazole). Yield: 67.3%. As a reaction SMILES: [F:1][C:2]1[CH:7]=[CH:6][C:5]([C:8]2[N:9]=[CH:10][NH:11][CH:12]=2)=[CH:4][CH:3]=1.[H-].[Na+].[CH3:15][Si:16]([CH2:19][CH2:20][O:21][CH2:22]Cl)([CH3:18])[CH3:17]>>[F:1][C:2]1[CH:3]=[CH:4][C:5]([C:8]2[N:9]=[CH:10][N:11]([CH2:22][O:21][CH2:20][CH2:19][Si:16]([CH3:18])([CH3:17])[CH3:15])[CH:12]=2)=[CH:6][CH:7]=1 |f:1.2|. Procedure details: Reaction of 4-(4-fluoro-phenyl)-1H-imidazole (573 mg, 3.53 mmol), 95% NaH (100 mg, 4.0 mmol), and SEMCl (650 mg, 3.90 mmol) followed by purification of the crude material on silica gel (50% EtOAc/hexanes) gave the title compound as yellow crystals (695 mg, 67%). 1H NMR (CDCl3) □−0.01 (s, 9H), 0.93 (m, 2H), 3.52 (m, 2H), 5.29 (s, 2H), 7.07 (m, 2H), 7.28 (s, 1H), 7.62 (s, 1H), 7.75 (m, 2H). The reactants are CC(C)(C)OC(=O)N1CCN(CC1)S(=O)(=O)NC1=NC(=NC(=C1)OCC(F)(F)F)SCC1=C(C(=CC=C1)F)F (4-[[[2-[[(2,3-difluorophenyl)methyl]thio]-6-(2,2,2-trifluoroethoxy)-4-pyrimidinyl]amino]sulfonyl]-1-piperazinecarboxylic acid-1,1-dimethylethyl ester), product, FC(C(=O)O)(F)F (trifluoroacetic acid). The solvent is C(Cl)Cl (DCM). Run at time 4 hour. The product is FC1=C(C=CC=C1F)CSC1=NC(=CC(=N1)NS(=O)(=O)N1CCNCC1)OCC(F)(F)F (N-[2-[[(2,3-difluorophenyl)methyl]thio]-6-(2,2,2-trifluoroethoxy)-4-pyrimidinyl]-1-piperazinesulfonamide). RXN SMILES: CC(OC([N:8]1[CH2:13][CH2:12][N:11]([S:14]([NH:17][C:18]2[CH:23]=[C:22]([O:24][CH2:25][C:26]([F:29])([F:28])[F:27])[N:21]=[C:20]([S:30][CH2:31][C:32]3[CH:37]=[CH:36][CH:35]=[C:34]([F:38])[C:33]=3[F:39])[N:19]=2)(=[O:16])=[O:15])[CH2:10][CH2:9]1)=O)(C)C.FC(F)(F)C(O)=O>C(Cl)Cl>[F:39][C:33]1[C:34]([F:38])=[CH:35][CH:36]=[CH:37][C:32]=1[CH2:31][S:30][C:20]1[N:19]=[C:18]([NH:17][S:14]([N:11]2[CH2:10][CH2:9][NH:8][CH2:13][CH2:12]2)(=[O:15])=[O:16])[CH:23]=[C:22]([O:24][CH2:25][C:26]([F:29])([F:27])[F:28])[N:21]=1. Reported procedure: To a solution of 4-[[[2-[[(2,3-difluorophenyl)methyl]thio]-6-(2,2,2-trifluoroethoxy)-4-pyrimidinyl]amino]sulfonyl]-1-piperazinecarboxylic acid-1,1-dimethylethyl ester (the product from step i) (0.21 g) in DCM (2 mL) was added trifluoroacetic acid (2 mL) and the reaction mixture was stirred at ambient temperature for 4 h. The reaction mixture was evaporated, the residue was azeotroped with Et2O (×2) and then purified by reverse phase HPLC eluting with acetonitrile/aq. 0.2% trifluoroacetic acid mi... Reaction SMILES: [C:1]([CH3:2])([CH3:3])([CH3:4])[O:5][C:6](=[O:7])[N:8]([C:9]([O:10][C:11]([CH3:12])([CH3:13])[CH3:14])=[O:15])[c:16]1[cH:17][c:18]([Cl:34])[c:19]([CH2:20][n:21]2[c:22]([CH3:31])[n:23][c:24]3[c:25]2[n:26][c:27]([Br:30])[cH:28][cH:29]3)[cH:32][cH:33]1.[CH2:37]1[O:38][CH2:39][CH2:40][O:41][CH2:42]1.[Na+:36].[OH-:35]>>[C:1]([CH3:2])([CH3:3])([CH3:4])[O:5][C:6](=[O:7])[NH:8][c:16]1[cH:17][c:18]([Cl:34])[c:19]([CH2:20][n:21]2[c:22]([CH3:31])[n:23][c:24]3[c:25]2[n:26][c:27]([Br:30])[cH:28][cH:29]3)[cH:32][cH:33]1. Starting materials: Cc1nc2ccc(Br)nc2n1Cc1ccc(N(C(=O)OC(C)(C)C)C(=O)OC(C)(C)C)cc1Cl, C1COCCO1, [Na+], [OH-]. Yields the product Cc1nc2ccc(Br)nc2n1Cc1ccc(NC(=O)OC(C)(C)C)cc1Cl. The reactants are O=C([O-])[O-], CC#N, Nc1nc(CCl)cs1, Cl, [Cs+], [Cs+], [I-], [K+], O, O=C1c2ccccc2C(=O)N1O. Product: Nc1nc(CON2C(=O)c3ccccc3C2=O)cs1. As a reaction SMILES: [C:22](=[O:23])([O-:24])[O-:25].[CH3:30][C:31]#[N:32].[Cl:14][CH2:15][c:16]1[n:17][c:18]([NH2:21])[s:19][cH:20]1.[ClH:13].[Cs+:26].[Cs+:27].[I-:29].[K+:28].[OH2:33].[OH:1][N:2]1[C:3](=[O:12])[c:4]2[cH:5][cH:6][cH:7][cH:8][c:9]2[C:10]1=[O:11]>>[O:1]([N:2]1[C:3](=[O:12])[c:4]2[cH:5][cH:6][cH:7][cH:8][c:9]2[C:10]1=[O:11])[CH2:15][c:16]1[n:17][c:18]([NH2:21])[s:19][cH:20]1. The reactants are N1=CC=C(C=C1)C1=C(C(=CC2=CC(=C(C=C12)OC)O)C(=O)OC)C(=O)OC (1-(4-Pyridyl)-2,3-bis(methoxycarbonyl)-6-hydroxy-7-methoxynaphthalene), C(CCC)I (butyl iodide). Product: N1=CC=C(C=C1)C1=C(C(=CC2=CC(=C(C=C12)OC)OCCCC)C(=O)OC)C(=O)OC (1-(4-pyridyl)-2,3-bis(methoxycarbonyl)-6-butoxy-7-methoxynaphthalene). RXN SMILES: [N:1]1[CH:6]=[CH:5][C:4]([C:7]2[C:16]3[C:11](=[CH:12][C:13]([OH:19])=[C:14]([O:17][CH3:18])[CH:15]=3)[CH:10]=[C:9]([C:20]([O:22][CH3:23])=[O:21])[C:8]=2[C:24]([O:26][CH3:27])=[O:25])=[CH:3][CH:2]=1.[CH2:28](I)[CH2:29][CH2:30][CH3:31]>>[N:1]1[CH:6]=[CH:5][C:4]([C:7]2[C:16]3[C:11](=[CH:12][C:13]([O:19][CH2:28][CH2:29][CH2:30][CH3:31])=[C:14]([O:17][CH3:18])[CH:15]=3)[CH:10]=[C:9]([C:20]([O:22][CH3:23])=[O:21])[C:8]=2[C:24]([O:26][CH3:27])=[O:25])=[CH:3][CH:2]=1. Reported procedure: 1-(4-Pyridyl)-2,3-bis(methoxycarbonyl)-6-hydroxy-7-methoxynaphthalene and butyl iodide are treated in the same manner as in Reference Example 117-(2) to give 1-(4-pyridyl)-2,3-bis(methoxycarbonyl)-6-butoxy-7-methoxynaphthalene. Starting materials: [N+](=O)([O-])C1=CC=C(COC(=O)C2=C(CS([C@H]3N2C([C@H]3NC(CC=3SC=CC3)=O)=O)=O)N3CCCC3)C=C1 (7β-[2-(2-thienyl)-acetylamino]-3-pyrrolidino-3-cephem-4-carboxylic acid p-nitrobenzyl ester 1-oxide), ice water, C(C)(=O)O (acetic acid), [BH4-].[Na+] (sodium borohydride). The reagents and catalysts are [Ti](Cl)(Cl)(Cl)Cl (titanium(IV) chloride). The solvent is COCCOC (ethylene glycol dimethyl ether), COCCOC (ethylene glycol dimethyl ether), C(OC)COC (dimethoxy ethane). Reaction conditions: temperature 0 celsius, time 36 hour. Product: [N+](=O)([O-])C1=CC=C(COC(=O)C2=CCS[C@H]3N2C([C@H]3NC(CC=3SC=CC3)=O)=O)C=C1 (7β-[2-(2-thienyl)-acetylamino]-3-cephem-4-carboxylic acid p-nitrobenzyl ester). RXN SMILES: [BH4-].[Na+].[N+:3]([C:6]1[CH:39]=[CH:38][C:9]([CH2:10][O:11][C:12]([C:14]2[N:19]3[C:20](=[O:31])[C@@H:21]([NH:22][C:23](=[O:30])[CH2:24][C:25]4[S:26][CH:27]=[CH:28][CH:29]=4)[C@H:18]3[S:17](=O)[CH2:16][C:15]=2N2CCCC2)=[O:13])=[CH:8][CH:7]=1)([O-:5])=[O:4].C(O)(=O)C>C(COC)OC.[Ti](Cl)(Cl)(Cl)Cl>[N+:3]([C:6]1[CH:7]=[CH:8][C:9]([CH2:10][O:11][C:12]([C:14]2[N:19]3[C:20](=[O:31])[C@@H:21]([NH:22][C:23](=[O:30])[CH2:24][C:25]4[S:26][CH:27]=[CH:28][CH:29]=4)[C@H:18]3[S:17][CH2:16][CH:15]=2)=[O:13])=[CH:38][CH:39]=1)([O-:5])=[O:4] |f:0.1|. Reported procedure: To a mixture of 9.5 g (50 mmols) of titanium(IV) chloride and 5.67 g (150 mmols) of sodium borohydride in 150 ml of dimethoxy ethane is slowly added, at -20° C., a suspension of 10.86 g (20 mmols) of 7β-[2-(2-thienyl)-acetylamino]-3-pyrrolidino-3-cephem-4-carboxylic acid p-nitrobenzyl ester 1-oxide in 150 ml of ethylene glycol dimethyl ether, so that the temperature does not rise above -15° C. When the addition is complete, the reaction mixture is warmed to 0° C. and then a mixture of 50 ml of g... Reactants: CC(C)(C)OC(=O)N1CC(=O)C(C#N)C1, CI, CC(C)=O, [K+], [K+], O=C([O-])[O-]. The product is CC(C)(C)OC(=O)N1CC(=O)C(C)(C#N)C1. RXN SMILES: [C:1](#[N:2])[CH:3]1[CH2:4][N:5]([C:9](=[O:10])[O:11][C:12]([CH3:13])([CH3:14])[CH3:15])[CH2:6][C:7]1=[O:8].[CH3:22][I:23].[CH3:24][C:25](=[O:26])[CH3:27].[K+:16].[K+:17].[O-:18][C:19]([O-:20])=[O:21]>>[C:1](#[N:2])[C:3]1([CH3:19])[CH2:4][N:5]([C:9](=[O:10])[O:11][C:12]([CH3:13])([CH3:14])[CH3:15])[CH2:6][C:7]1=[O:8].